This data is from the Open Reaction Database (ORD), a public repository of structured organic reaction records. The task is: describe an organic reaction: reactants, conditions, products, and yield Reactants: O=C1CCC(=O)N1Br, COC(=O)CC1Nc2ccccc2CN(C)C1=O, ClCCl. The product is COC(=O)CC1Nc2ccc(Br)cc2CN(C)C1=O. RXN SMILES: [Br:19][N:20]1[C:21](=[O:22])[CH2:23][CH2:24][C:25]1=[O:26].[CH3:1][N:2]1[C:3](=[O:18])[CH:4]([CH2:13][C:14](=[O:15])[O:16][CH3:17])[NH:5][c:6]2[c:7]([cH:9][cH:10][cH:11][cH:12]2)[CH2:8]1.[Cl:27][CH2:28][Cl:29]>>[CH3:1][N:2]1[C:3](=[O:18])[CH:4]([CH2:13][C:14](=[O:15])[O:16][CH3:17])[NH:5][c:6]2[c:7]([cH:9][c:10]([Br:19])[cH:11][cH:12]2)[CH2:8]1. The reactants are Cl (HCl), COC(C(C1=CC=C(C=C1)OCOC1=CC=C(C=C1)Cl)OC1=CC(=CC=C1)C(C)(C)C)=O (methyl(m-tert.-butylphenoxy){p-[(p-chlorophenoxy)methoxy]phenyl}acetate), [OH-].[K+] (potassium hydroxide). The solvent is C(C)O (ethanol), O (water). The product is C(C)(C)(C)C=1C=C(OC(C(=O)O)C2=CC=C(C=C2)OCOC2=CC=C(C=C2)Cl)C=CC1 ((m-tert.-Butylphenoxy){p-[(p-chlorophenoxy)methoxy]phenyl}acetic acid). Isolated yield 91.2%. Reaction SMILES: C[O:2][C:3](=[O:32])[CH:4]([O:21][C:22]1[CH:27]=[CH:26][CH:25]=[C:24]([C:28]([CH3:31])([CH3:30])[CH3:29])[CH:23]=1)[C:5]1[CH:10]=[CH:9][C:8]([O:11][CH2:12][O:13][C:14]2[CH:19]=[CH:18][C:17]([Cl:20])=[CH:16][CH:15]=2)=[CH:7][CH:6]=1.[OH-].[K+].Cl>C(O)C.O>[C:28]([C:24]1[CH:23]=[C:22]([CH:27]=[CH:26][CH:25]=1)[O:21][CH:4]([C:5]1[CH:10]=[CH:9][C:8]([O:11][CH2:12][O:13][C:14]2[CH:15]=[CH:16][C:17]([Cl:20])=[CH:18][CH:19]=2)=[CH:7][CH:6]=1)[C:3]([OH:32])=[O:2])([CH3:31])([CH3:29])[CH3:30] |f:1.2|. Procedure details: To a solution of 9.5 g of methyl(m-tert.-butylphenoxy){p-[(p-chlorophenoxy)methoxy]phenyl}acetate in 60 ml of ethanol is added a solution of 7 g of potassium hydroxide in 60 ml of water. The mixture is stirred and refluxed for 18 hours and while hot is acidified with 11.5 ml of concentrated HCl. The mixture is chilled immediately. The supernatant is decanted from the oil which separates. Water is added and decanted. The gummy material is dissolved in dichloromethane, dried (MgSO4) and the solven... Reactants: C(=O)[O-].[NH4+] (ammonium formate), CN1CCN(CC1)C1=NC=C(C(=C1)OC(C)C)[N+](=O)[O-] (1-methyl-4-[5-nitro-4-(propan-2-yloxy)pyridin-2-yl]piperazine). The reagents and catalysts are [Pd] (Pd/C). Solvent: CO (methanol). Run at temperature 80 celsius. The product is CN1CCN(CC1)C1=CC(=C(C=N1)N)OC(C)C (6-(4-methylpiperazin-1-yl)-4-(propan-2-yloxy)pyridin-3-amine). Isolated yield 97.6%. As a reaction SMILES: [CH3:1][N:2]1[CH2:7][CH2:6][N:5]([C:8]2[CH:13]=[C:12]([O:14][CH:15]([CH3:17])[CH3:16])[C:11]([N+:18]([O-])=O)=[CH:10][N:9]=2)[CH2:4][CH2:3]1.C([O-])=O.[NH4+]>[Pd].CO>[CH3:1][N:2]1[CH2:7][CH2:6][N:5]([C:8]2[N:9]=[CH:10][C:11]([NH2:18])=[C:12]([O:14][CH:15]([CH3:17])[CH3:16])[CH:13]=2)[CH2:4][CH2:3]1 |f:1.2|. Procedure details: In a microwave tube, 390 mg of 1-methyl-4-[5-nitro-4-(propan-2-yloxy)pyridin-2-yl]piperazine are introduced into 12 ml of methanol. 525 mg of ammonium formate and 210 mg of Pd/C (10%) are added. The reaction medium is microwave-heated at 80° C. for 5 minutes. The mixture is filtered on Clarcel and the Clarcel is rinsed with methanol. The filtrate is concentrated under reduced pressure, so as to give 340 mg of 6-(4-methylpiperazin-1-yl)-4-(propan-2-yloxy)pyridin-3-amine in the form of a brown oil... RXN SMILES: [N:1]1([C:7]2[CH:12]=[CH:11][C:10]([C:13]3[NH:14][C:15]4[CH:21]=[C:20]([C:22]([OH:24])=O)[CH:19]=[CH:18][C:16]=4[N:17]=3)=[CH:9][CH:8]=2)[CH2:6][CH2:5][O:4][CH2:3][CH2:2]1.[C:25]1([NH2:32])[CH:30]=[CH:29][C:28]([NH2:31])=[CH:27][CH:26]=1>>[C:25]1([NH:32][C:22]([C:20]2[CH:19]=[CH:18][C:16]3[NH:17][C:13]([C:10]4[CH:9]=[CH:8][C:7]([N:1]5[CH2:6][CH2:5][O:4][CH2:3][CH2:2]5)=[CH:12][CH:11]=4)=[N:14][C:15]=3[CH:21]=2)=[O:24])[CH:30]=[CH:29][C:28]([NH:31][C:22]([C:20]2[CH:19]=[CH:18][C:16]3[NH:17][C:13]([C:10]4[CH:9]=[CH:8][C:7]([N:1]5[CH2:2][CH2:3][O:4][CH2:5][CH2:6]5)=[CH:12][CH:11]=4)=[N:14][C:15]=3[CH:21]=2)=[O:24])=[CH:27][CH:26]=1. Reactants: N1(CCOCC1)C1=CC=C(C=C1)C=1NC2=C(N1)C=CC(=C2)C(=O)O (2-(4-morpholinylphenyl)benzimidazole-5-carboxylic acid), C1(=CC=C(C=C1)N)N (1,4-phenylenediamine). Product: C1(=CC=C(C=C1)NC(=O)C1=CC2=C(NC(=N2)C2=CC=C(C=C2)N2CCOCC2)C=C1)NC(=O)C1=CC2=C(NC(=N2)C2=CC=C(C=C2)N2CCOCC2)C=C1 (N,N′-(1,4-phenylene)bis(2-(4-morpholinophenyl)-1H-benzo[d]imidazole-5-carboxamide)). Procedure details: Compound 280 was prepared according to the procedure similar to that described in Scheme V from 2-(4-morpholinylphenyl)benzimidazole-5-carboxylic acid and 1,4-phenylenediamine. [M+H]+ calcd for C42H38N8O4: 719.30; found: 719.12. The reactants are O=C(c1cc(C(F)(F)F)cc(C(F)(F)F)c1)N1CCN(Cc2ccccc2)CC1Cc1ccc(F)cc1, CCO, O=C[O-], [NH4+], O, [Pd]. Product: O=C(c1cc(C(F)(F)F)cc(C(F)(F)F)c1)N1CCNCC1Cc1ccc(F)cc1. RXN SMILES: [CH2:1]([c:2]1[cH:3][cH:4][cH:5][cH:6][cH:7]1)[N:8]1[CH2:9][CH:10]([CH2:30][c:31]2[cH:32][cH:33][c:34]([F:37])[cH:35][cH:36]2)[N:11]([C:14]([c:15]2[cH:16][c:17]([C:25]([F:26])([F:27])[F:28])[cH:18][c:19]([C:21]([F:22])([F:23])[F:24])[cH:20]2)=[O:29])[CH2:12][CH2:13]1.[CH3:42][CH2:43][OH:44].[CH:38]([O-:39])=[O:40].[NH4+:41].[OH2:46].[Pd:45]>>[NH:8]1[CH2:9][CH:10]([CH2:30][c:31]2[cH:32][cH:33][c:34]([F:37])[cH:35][cH:36]2)[N:11]([C:14]([c:15]2[cH:16][c:17]([C:25]([F:26])([F:27])[F:28])[cH:18][c:19]([C:21]([F:22])([F:23])[F:24])[cH:20]2)=[O:29])[CH2:12][CH2:13]1.